Dataset: the Open Reaction Database (ORD), a public repository of structured organic reaction records. Task: describe an organic reaction: reactants, conditions, products, and yield Reactants: O=C(CCCCCBr)NCC=CCOc1cc(CN2CCCCC2)ccn1, OCCS. The product is O=C(CCCCCSCCO)NCC=CCOc1cc(CN2CCCCC2)ccn1. RXN SMILES: [N:1]1([CH2:7][c:8]2[cH:9][c:10]([O:14][CH2:15][CH:16]=[CH:17][CH2:18][NH:19][C:20]([CH2:21][CH2:22][CH2:23][CH2:24][CH2:25][Br:26])=[O:27])[n:11][cH:12][cH:13]2)[CH2:2][CH2:3][CH2:4][CH2:5][CH2:6]1.[SH:28][CH2:29][CH2:30][OH:31]>>[N:1]1([CH2:7][c:8]2[cH:9][c:10]([O:14][CH2:15][CH:16]=[CH:17][CH2:18][NH:19][C:20]([CH2:21][CH2:22][CH2:23][CH2:24][CH2:25][S:28][CH2:29][CH2:30][OH:31])=[O:27])[n:11][cH:12][cH:13]2)[CH2:2][CH2:3][CH2:4][CH2:5][CH2:6]1.